Task: describe an organic reaction: reactants, conditions, products, and yield. Dataset: the Open Reaction Database (ORD), a public repository of structured organic reaction records Starting materials: OC1(Cc2cc(F)ccc2F)CCN(Cc2ccccc2)CC1, CN(C)C=O, Cc1ccccc1, [H-], [Na+], O. The product is Fc1ccc2c(c1)CC1(CCN(Cc3ccccc3)CC1)O2. As a reaction SMILES: [CH2:3]([c:4]1[cH:5][cH:6][cH:7][cH:8][cH:9]1)[N:10]1[CH2:11][CH2:12][C:13]([OH:16])([CH2:17][c:18]2[c:19]([F:25])[cH:20][cH:21][c:22]([F:24])[cH:23]2)[CH2:14][CH2:15]1.[CH3:26][N:27]([CH3:28])[CH:29]=[O:30].[CH3:32][c:33]1[cH:34][cH:35][cH:36][cH:37][cH:38]1.[H-:1].[Na+:2].[OH2:31]>>[CH2:3]([c:4]1[cH:5][cH:6][cH:7][cH:8][cH:9]1)[N:10]1[CH2:11][CH2:12][C:13]2([CH2:14][CH2:15]1)[O:16][c:19]1[c:18]([cH:23][c:22]([F:24])[cH:21][cH:20]1)[CH2:17]2. Reactants: NC(=O)NNC(N)=O (biurea), C(C=C)N=C=S (allyl isothiocyanate), CNC(NN)=S (4-methyl-3-thiosemicarbazide), C(C)O (ethanol). The solvent is P(=O)(Cl)(Cl)Cl (phosphorous oxychloride), P(=O)(Cl)(Cl)Cl (phosphorus oxychloride). Run at temperature 2 celsius. Product: C(C=C)NC=1SC(=NN1)NC (2-allylamino-5-methylamino-1,3,4-thiadiazole). The yield is 21.4%. Reaction SMILES: [CH2:1]([N:4]=[C:5]=[S:6])[CH:2]=[CH2:3].[CH3:7][NH:8][C:9](=S)[NH:10][NH2:11].C(O)C.NC(NNC(=O)N)=O>P(Cl)(Cl)(Cl)=O>[CH2:1]([NH:4][C:5]1[S:6][C:9]([NH:8][CH3:7])=[N:10][N:11]=1)[CH:2]=[CH2:3]. Reported procedure: A stirred suspension of allyl isothiocyanate (19.8 g, 0.2 mole) and of 4-methyl-3-thiosemicarbazide (21.0 g, 0.2 mole) in 150 ml denatured ethanol (5% methanol) was refluxed for one hour. The crystalline suspension was briefly chilled, and the 1-allyl-6-methyl-2,5-dithiobiurea was collected and vacuum dried. A stirred solution of this biurea (30.6 g, 0.15 mole) in phosphorous oxychloride (150 ml) was refluxed for 11/2 hours. Unreacted phosphorus oxychloride was removed in vacuo, and the residue ... Reactants: [I+3]=O (iodine (V) oxide), S1C(=CC=C1)C=1SC=CC1 (2,2'-bithiophene), II (iodine). The solvent is C(C)O (ethanol), C(C)O (ethanol), C(C)O (ethanol). Reaction conditions: time 5 hour. Yields the product IC1=CC=C(S1)C=1SC=CC1 (5-iodo-2,2'-bithiophene). Isolated yield 157.5%. As a reaction SMILES: [S:1]1[CH:5]=[CH:4][CH:3]=[C:2]1[C:6]1[S:7][CH:8]=[CH:9][CH:10]=1.[I:11]I.[I+3]=O>C(O)C>[I:11][C:5]1[S:1][C:2]([C:6]2[S:7][CH:8]=[CH:9][CH:10]=2)=[CH:3][CH:4]=1. Procedure details: To a solution of 2,2'-bithiophene (33.2 g) in ethanol (50 ml) was added iodine (20.3 g) in ethanol (200 ml). Then iodine (V) oxide (6.7 g) in ethanol (30 ml) was added dropwisely. The reaction mixture was further stirred at room temperature for 5 hours. Ethanol was removed and the residue was dissolved in dichloromethane. The solution was washed with sodium bicarbonate aqueous solution (10%, 150 ml×2) then water (200 ml×2). Dried over anhydrous magnesium sulfate and concentrated to give crude pr... Reactants: CCOc1cc(C(C)(C)C)ncc1C1=NC(C)(c2ccc(Cl)cc2)C(C)(c2ccc(Cl)cc2)N1C(=O)N1CCC(CC(=O)O)CC1, CCCCN. Yields the product CCCCNC(=O)CC1CCN(C(=O)N2C(c3cnc(C(C)(C)C)cc3OCC)=NC(C)(c3ccc(Cl)cc3)C2(C)c2ccc(Cl)cc2)CC1. Reaction SMILES: [C:1]([CH3:2])([CH3:3])([CH3:4])[c:5]1[cH:6][c:7]([O:44][CH2:45][CH3:46])[c:8]([C:11]2=[N:15][C:14]([CH3:16])([c:17]3[cH:18][cH:19][c:20]([Cl:23])[cH:21][cH:22]3)[C:13]([CH3:24])([c:25]3[cH:26][cH:27][c:28]([Cl:31])[cH:29][cH:30]3)[N:12]2[C:32](=[O:33])[N:34]2[CH2:35][CH2:36][CH:37]([CH2:40][C:41](=[O:42])[OH:43])[CH2:38][CH2:39]2)[cH:9][n:10]1.[CH2:47]([CH2:48][CH2:49][CH3:50])[NH2:51]>>[C:1]([CH3:2])([CH3:3])([CH3:4])[c:5]1[cH:6][c:7]([O:44][CH2:45][CH3:46])[c:8]([C:11]2=[N:15][C:14]([CH3:16])([c:17]3[cH:18][cH:19][c:20]([Cl:23])[cH:21][cH:22]3)[C:13]([CH3:24])([c:25]3[cH:26][cH:27][c:28]([Cl:31])[cH:29][cH:30]3)[N:12]2[C:32](=[O:33])[N:34]2[CH2:35][CH2:36][CH:37]([CH2:40][C:41](=[O:43])[NH:51][CH2:47][CH2:48][CH2:49][CH3:50])[CH2:38][CH2:39]2)[cH:9][n:10]1. The yield is 95.0%. Reaction SMILES: [OH:1][C:2]1([CH2:7][CH2:8][C@H:9]2[CH2:13][O:12][C:11]([CH3:15])([CH3:14])[N:10]2[C:16]([O:18][C:19]([CH3:22])([CH3:21])[CH3:20])=[O:17])[CH2:6][CH2:5][CH2:4][CH2:3]1.[H-].[Na+].[CH3:25]I>>[CH3:25][O:1][C:2]1([CH2:7][CH2:8][C@H:9]2[CH2:13][O:12][C:11]([CH3:15])([CH3:14])[N:10]2[C:16]([O:18][C:19]([CH3:22])([CH3:21])[CH3:20])=[O:17])[CH2:6][CH2:5][CH2:4][CH2:3]1 |f:1.2|. Starting materials: OC1(CCCC1)CC[C@@H]1N(C(OC1)(C)C)C(=O)OC(C)(C)C ((S)-tert-butyl 4-(2-(1-hydroxycyclopentyl)ethyl)-2,2-dimethyloxazolidine-3-carboxylate), [H-].[Na+] (NaH), CI (Methyl iodide). The product is COC1(CCCC1)CC[C@@H]1N(C(OC1)(C)C)C(=O)OC(C)(C)C ((S)-tert-butyl 4-(2-(1-methoxycyclopentyl)ethyl)-2,2-dimethyloxazolidine-3-carboxylate). Reported procedure: The (S)-tert-butyl 4-(2-(1-hydroxycyclopentyl)ethyl)-2,2-dimethyloxazolidine-3-carboxylate was added to a suspension of NaH (568 mg, 14.2 mmol, 4.0 equiv) and the mixture stirred for 0.5 h. Methyl iodide (2.106 g, 14.2 mmol, 4.0 equiv) was added and the mixture stirred for 48 h at ambient temperature. The excess NaH was quenched by careful addition of water. The mixture was evaporated, and then taken up in EtOAc. The solution was washed with water, then brine and evaporated. The ether was purifi... Run at time 0.5 hour. Reactants: OCC1CC(NC1)=O (4-Hydroxymethylpyrrolidin-2-one), IC1=CC=C2C=C(NC(C2=C1)=O)C1=C(C=CC=C1)C(F)(F)F (7-iodo-3-(2-trifluoromethylphenyl)-2H-isoquinolin-1-one). Yields the product OCC1CC(N(C1)C1=CC=C2C=C(NC(C2=C1)=O)C1=C(C=CC=C1)C(F)(F)F)=O (7-(4-Hydroxymethyl-2-oxopyrrolidin-1-yl)-3-(2-trifluoromethylphenyl)-2H-isoquinolin-1-one). As a reaction SMILES: [OH:1][CH2:2][CH:3]1[CH2:7][NH:6][C:5](=[O:8])[CH2:4]1.I[C:10]1[CH:19]=[C:18]2[C:13]([CH:14]=[C:15]([C:21]3[CH:26]=[CH:25][CH:24]=[CH:23][C:22]=3[C:27]([F:30])([F:29])[F:28])[NH:16][C:17]2=[O:20])=[CH:12][CH:11]=1>>[OH:1][CH2:2][CH:3]1[CH2:7][N:6]([C:10]2[CH:19]=[C:18]3[C:13]([CH:14]=[C:15]([C:21]4[CH:26]=[CH:25][CH:24]=[CH:23][C:22]=4[C:27]([F:29])([F:28])[F:30])[NH:16][C:17]3=[O:20])=[CH:12][CH:11]=2)[C:5](=[O:8])[CH2:4]1. Procedure: 4-Hydroxymethylpyrrolidin-2-one, which is a known compound described in a publication (Journal of Chemical Research, Synopses, vol. 9, pp. 430-431, (1996)) and the 7-iodo-3-(2-trifluoromethylphenyl)-2H-isoquinolin-1-one obtained in step D of Example 1-1 were used as raw materials. Using such raw materials, the captioned compound was synthesized by a reaction similar to step E of Example 1-1. The reactants are CS(=O)(=O)OC1CCN(CC1)C1=NC=C(C=N1)CCC (1-(5-propylpyrimidin-2-yl)piperidin-4-yl methanesulfonate), ClC=1C(=CC(NC1)=O)O (5-chloro-4-hydroxypyridin-2(1H)-one), C([O-])([O-])=O.[Cs+].[Cs+] (cesium carbonate). Solvent: CN(C)C=O (DMF), CCOC(=O)C (EtOAc). Reaction conditions: temperature 120 celsius. Product: ClC=1C(=CC(NC1)=O)OC1CCN(CC1)C1=NC=C(C=N1)CCC (5-chloro-4-(1-(5-propylpyrimidin-2-yl)piperidin-4-yloxy)pyridin-2(1H)-one). Reaction SMILES: CS([O:5][CH:6]1[CH2:11][CH2:10][N:9]([C:12]2[N:17]=[CH:16][C:15]([CH2:18][CH2:19][CH3:20])=[CH:14][N:13]=2)[CH2:8][CH2:7]1)(=O)=O.[Cl:21][C:22]1[C:23](O)=[CH:24][C:25](=[O:28])[NH:26][CH:27]=1.C(=O)([O-])[O-].[Cs+].[Cs+]>CN(C=O)C.CCOC(C)=O>[Cl:21][C:22]1[C:23]([O:5][CH:6]2[CH2:11][CH2:10][N:9]([C:12]3[N:17]=[CH:16][C:15]([CH2:18][CH2:19][CH3:20])=[CH:14][N:13]=3)[CH2:8][CH2:7]2)=[CH:24][C:25](=[O:28])[NH:26][CH:27]=1 |f:2.3.4|. Reported procedure: A mixture of 1-(5-propylpyrimidin-2-yl)piperidin-4-yl methanesulfonate (800 mg, 2.67 mmol), 5-chloro-4-hydroxypyridin-2(1H)-one (389 mg, 2.67 mmol, AK Scientific) and cesium carbonate (2612 mg, 8.02 mmol) in DMF (20 mL) was heated at 120° C. for 6 h. The reaction was cooled to rt, diluted with EtOAc (30 mL), and washed with H2O (3×). The organic layer was dried over Na2SO4 and concentrated under reduced pressure to give a yellow solid. The residue was purified by flash chromatography (SiO2, 0-10...